From a dataset of the Open Reaction Database (ORD), a public repository of structured organic reaction records. describe an organic reaction: reactants, conditions, products, and yield Reactants: BrC1=CC(=C(C=C1)C=1N=CC(=NC1)N)F (5-(4-bromo-2-fluorophenyl)pyrazin-2-amine), C(#N)C1=C(C=CC=C1)B(O)O ((2-cyanophenyl)boronic acid). Reaction SMILES: Br[C:2]1[CH:7]=[CH:6][C:5]([C:8]2[N:9]=[CH:10][C:11]([NH2:14])=[N:12][CH:13]=2)=[C:4]([F:15])[CH:3]=1.[C:16]([C:18]1[CH:23]=[CH:22][CH:21]=[CH:20][C:19]=1B(O)O)#[N:17]>>[NH2:14][C:11]1[N:12]=[CH:13][C:8]([C:5]2[CH:6]=[CH:7][C:2]([C:19]3[C:18]([C:16]#[N:17])=[CH:23][CH:22]=[CH:21][CH:20]=3)=[CH:3][C:4]=2[F:15])=[N:9][CH:10]=1. The product is NC=1N=CC(=NC1)C1=C(C=C(C=C1)C=1C(=CC=CC1)C#N)F (4′-(5-Aminopyrazin-2-yl)-3′-fluorobiphenyl-2-carbonitrile). Reported procedure: The title compound was prepared using conditions analogous to those used to make Example 6 utilizing 5-(4-bromo-2-fluorophenyl)pyrazin-2-amine and (2-cyanophenyl)boronic acid. MS (ESI): mass calcd. for C17H11FN4, 290.10; m/z found, 291.1 [M+H]+. 1H NMR (400 MHz, DMSO-d6) δ 8.42 (s, 1H), 8.05-7.98 (m, 3H), 7.83 (m, 1H), 7.71 (d, J=7.6, 1H), 7.66-7.47 (m, 3H), 6.77 (s, 2H). Reactants: CCOc1ccccc1-c1nc2cccnc2c(=O)[nH]1, O=[N+]([O-])O, O=S(=O)(O)O. Product: CCOc1ccc([N+](=O)[O-])cc1-c1nc2cccnc2c(=O)[nH]1. Reaction SMILES: [CH2:1]([CH3:2])[O:3][c:4]1[c:5](-[c:10]2[nH:11][c:12](=[O:20])[c:13]3[c:14]([n:15]2)[cH:16][cH:17][cH:18][n:19]3)[cH:6][cH:7][cH:8][cH:9]1.[OH:21][N+:22]([O-:23])=[O:24].[S:25](=[O:26])(=[O:27])([OH:28])[OH:29]>>[CH2:1]([CH3:2])[O:3][c:4]1[c:5](-[c:10]2[nH:11][c:12](=[O:20])[c:13]3[c:14]([n:15]2)[cH:16][cH:17][cH:18][n:19]3)[cH:6][c:7]([N+:22](=[O:21])[O-:23])[cH:8][cH:9]1. Starting materials: C1CCOC1, Cl, COC(C(=O)NC1CSCCN(Cc2ccc(F)c(F)c2)C1=O)C1OC(C)(C)OC(C=CC(C)(C)C)C1O, [Na+], [OH-]. The product is COC(C(=O)NC1CSCCN(Cc2ccc(F)c(F)c2)C1=O)C(O)C(O)C(O)C=CC(C)(C)C. Reaction SMILES: [CH2:41]1[O:42][CH2:43][CH2:44][CH2:45]1.[ClH:46].[F:1][c:2]1[cH:3][c:4]([CH2:5][N:6]2[CH2:7][CH2:8][S:9][CH2:10][CH:11]([NH:14][C:15]([CH:16]([O:17][CH3:18])[CH:19]3[O:20][C:21]([CH3:32])([CH3:33])[O:22][CH:23]([CH:26]=[CH:27][C:28]([CH3:29])([CH3:30])[CH3:31])[CH:24]3[OH:25])=[O:34])[C:12]2=[O:13])[cH:35][cH:36][c:37]1[F:38].[Na+:40].[OH-:39]>>[F:1][c:2]1[cH:3][c:4]([CH2:5][N:6]2[CH2:7][CH2:8][S:9][CH2:10][CH:11]([NH:14][C:15]([CH:16]([O:17][CH3:18])[CH:19]([OH:20])[CH:24]([CH:23]([OH:22])[CH:26]=[CH:27][C:28]([CH3:29])([CH3:30])[CH3:31])[OH:25])=[O:34])[C:12]2=[O:13])[cH:35][cH:36][c:37]1[F:38]. Reactants: C1(=CC=CC=C1)P(=O)(C1=CC=CC=C1)Cl (diphenylphosphinic chloride), C(\C=C(/C)\CCC=C(C)C)OC1=CC=C(C(=O)O)C=C1 (4-geranyloxybenzoic acid), NCCNC1=NC(=CC(=C1)C)C (2-(2-aminoethylamino)-4,6-dimethylpyridine). Run in C(C)N(CC)CC (triethylamine), C(Cl)(Cl)Cl (chloroform). Conditions: time 45 minute. The product is CC1=NC(=CC(=C1)C)NCCNC(C1=CC=C(C=C1)OC\C=C(/C)\CCC=C(C)C)=O (2,4-dimethyl-6-[2-(4-geranyloxybenzoylamino)ethylamino]pyridine). Yield: 78.9%. Reaction SMILES: [CH2:1]([O:11][C:12]1[CH:20]=[CH:19][C:15]([C:16]([OH:18])=O)=[CH:14][CH:13]=1)/[CH:2]=[C:3](/[CH2:5][CH2:6][CH:7]=[C:8]([CH3:10])[CH3:9])\[CH3:4].C1(P(Cl)(C2C=CC=CC=2)=O)C=CC=CC=1.[NH2:36][CH2:37][CH2:38][NH:39][C:40]1[CH:45]=[C:44]([CH3:46])[CH:43]=[C:42]([CH3:47])[N:41]=1>C(Cl)(Cl)Cl.C(N(CC)CC)C>[CH3:47][C:42]1[CH:43]=[C:44]([CH3:46])[CH:45]=[C:40]([NH:39][CH2:38][CH2:37][NH:36][C:16](=[O:18])[C:15]2[CH:14]=[CH:13][C:12]([O:11][CH2:1]/[CH:2]=[C:3](/[CH2:5][CH2:6][CH:7]=[C:8]([CH3:9])[CH3:10])\[CH3:4])=[CH:20][CH:19]=2)[N:41]=1. Reported procedure: 4-geranyloxybenzoic acid(2.30 g) was dissolved in chloroform(50 ml) and triethylamine(2.33 ml), and then diphenylphosphinic chloride(1.48 ml) was added thereto while being cooled with ice. After being stirred for 45 minutes, the mixture, with 2-(2-aminoethylamino)-4,6-dimethylpyridine(1.90 g) added thereto, was stirred for 3 hours at room temperature. The reaction mixture was washed with saturated sodium hydrogencarbonate aqueous solution and saturated brine successively, dried over sodium sulfa...